From a dataset of the Open Reaction Database (ORD), a public repository of structured organic reaction records. describe an organic reaction: reactants, conditions, products, and yield The reactants are COC(=O)c1cc(Oc2ccc(NC(=O)Nc3cc(C(C)(C)C)cc(NS(C)(=O)=O)c3OC)c3ccccc23)ccn1, CO, Cl, [Li+], [OH-], O. The product is COc1c(NC(=O)Nc2ccc(Oc3ccnc(C(=O)O)c3)c3ccccc23)cc(C(C)(C)C)cc1NS(C)(=O)=O. Reaction SMILES: [CH3:1][O:2][C:3](=[O:4])[c:5]1[n:6][cH:7][cH:8][c:9]([O:11][c:12]2[cH:13][cH:14][c:15]([NH:22][C:23](=[O:24])[NH:25][c:26]3[c:27]([O:41][CH3:42])[c:28]([NH:36][S:37](=[O:38])(=[O:39])[CH3:40])[cH:29][c:30]([C:32]([CH3:33])([CH3:34])[CH3:35])[cH:31]3)[c:16]3[cH:17][cH:18][cH:19][cH:20][c:21]23)[cH:10]1.[CH3:47][OH:48].[ClH:46].[Li+:45].[OH-:44].[OH2:43]>>[O:2]=[C:3]([OH:4])[c:5]1[n:6][cH:7][cH:8][c:9]([O:11][c:12]2[cH:13][cH:14][c:15]([NH:22][C:23](=[O:24])[NH:25][c:26]3[c:27]([O:41][CH3:42])[c:28]([NH:36][S:37](=[O:38])(=[O:39])[CH3:40])[cH:29][c:30]([C:32]([CH3:33])([CH3:34])[CH3:35])[cH:31]3)[c:16]3[cH:17][cH:18][cH:19][cH:20][c:21]23)[cH:10]1. Product: CCC(CC)Oc1cc(C)nc(Oc2c(C)cc(C)cc2C)c1C. RXN SMILES: [CH2:32]1[O:33][CH2:34][CH2:35][CH2:36]1.[CH3:1][CH2:2][CH:3]([CH2:4][CH3:5])[OH:6].[CH3:28][S:29]([CH3:30])=[O:31].[Cl:9][c:10]1[cH:11][c:12]([CH3:27])[n:13][c:14]([O:17][c:18]2[c:19]([CH3:26])[cH:20][c:21]([CH3:25])[cH:22][c:23]2[CH3:24])[c:15]1[CH3:16].[H-:7].[Na+:8]>>[CH3:1][CH2:2][CH:3]([CH2:4][CH3:5])[O:6][c:10]1[cH:11][c:12]([CH3:27])[n:13][c:14]([O:17][c:18]2[c:19]([CH3:26])[cH:20][c:21]([CH3:25])[cH:22][c:23]2[CH3:24])[c:15]1[CH3:16]. Reactants: C1CCOC1, CCC(O)CC, CS(C)=O, Cc1cc(C)c(Oc2nc(C)cc(Cl)c2C)c(C)c1, [H-], [Na+]. The reactants are C1(=CC(=CC=C1)C(=O)O)C (m-toluic acid), C(C(=O)Cl)(=O)Cl (oxalyl chloride). Reagents/catalysts: CN(C)C=O (DMF). Solvent: C1=CC=CC=C1 (benzene). Yields the product CC=1C=C(C(=O)Cl)C=CC1 (3-methylbenzoyl chloride). Reaction SMILES: [C:1]1([CH3:10])[CH:6]=[CH:5][CH:4]=[C:3]([C:7](O)=[O:8])[CH:2]=1.C(Cl)(=O)C([Cl:14])=O>C1C=CC=CC=1.CN(C=O)C>[CH3:10][C:1]1[CH:2]=[C:3]([CH:4]=[CH:5][CH:6]=1)[C:7]([Cl:14])=[O:8]. Procedure: Meanwhile, the 3-methylbenzoyl chloride acylating agent was prepared by suspending 3.016 g (22.0 mmol) of m-toluic acid in 100 ml benzene. To this solution was added 2.0 equiv. (3.84 ml) of oxalyl chloride, dropwise via a pressure-equalizing dropping funnel at O° C. DMF (2-3 drops) was added to the reaction mixture catalytically and the ice bath was removed. The progress of the reaction was monitored via infrared spectroscopy. The solvent was removed by rotary vacuum evaporation and the residual... Starting materials: O=c1c(Cc2cccnc2)cn2c3ccc(Br)cc3c3cc(O)cc1c32, BrCc1ccccc1, CN(C)C=O, CO, C1CCOC1. The product is O=c1c(Cc2cccnc2)cn2c3ccc(Br)cc3c3cc(OCc4ccccc4)cc1c32. As a reaction SMILES: [Br:1][c:2]1[cH:3][cH:4][c:5]2[n:6]3[c:7]4[c:8]([cH:9][c:10]([OH:15])[cH:11][c:12]4[c:13]2[cH:14]1)[c:16](=[O:26])[c:17]([CH2:19][c:20]1[cH:21][n:22][cH:23][cH:24][cH:25]1)[cH:18]3.[CH2:37]([c:38]1[cH:39][cH:40][cH:41][cH:42][cH:43]1)[Br:44].[CH3:27][N:28]([CH3:29])[CH:30]=[O:31].[CH3:45][OH:46].[O:32]1[CH2:33][CH2:34][CH2:35][CH2:36]1>>[Br:1][c:2]1[cH:3][cH:4][c:5]2[n:6]3[c:7]4[c:8]([cH:9][c:10]([O:15][CH2:37][c:38]5[cH:39][cH:40][cH:41][cH:42][cH:43]5)[cH:11][c:12]4[c:13]2[cH:14]1)[c:16](=[O:26])[c:17]([CH2:19][c:20]1[cH:21][n:22][cH:23][cH:24][cH:25]1)[cH:18]3. The reactants are C([O-])([O-])=O.[Cs+].[Cs+] (cesium carbonate), OC1=C(C=O)C=CC(=C1)O (2,4-dihydroxybenzaldehyde), ClCC1=NC=CC=C1 (2-chloromethylpyridine). Solvent: C(C)#N (acetonitrile), C(C)#N (acetonitrile). Conditions: time 11 hour. The product is OC1=C(C=O)C=CC(=C1)OCC1=NC=CC=C1 (2-hydroxy-4-(2-pyridylmethoxy)benzaldehyde). Yield: 27.0%. Reaction SMILES: [OH:1][C:2]1[CH:9]=[C:8]([OH:10])[CH:7]=[CH:6][C:3]=1[CH:4]=[O:5].C(=O)([O-])[O-].[Cs+].[Cs+].Cl[CH2:18][C:19]1[CH:24]=[CH:23][CH:22]=[CH:21][N:20]=1>C(#N)C>[OH:1][C:2]1[CH:9]=[C:8]([O:10][CH2:18][C:19]2[CH:24]=[CH:23][CH:22]=[CH:21][N:20]=2)[CH:7]=[CH:6][C:3]=1[CH:4]=[O:5] |f:1.2.3|. Reported procedure: Separately, 13.8 g (100 mmol) of 2,4-dihydroxybenzaldehyde was dissolved in 250 mL of acetonitrile and 32.5 g (100 mmol) of cesium carbonate was added at room temperature. To this solution, the solution of 2-chloromethylpyridine in acetonitrile prepared in advance was added dropwise at 50° C. over 4 hours and the mixture was stirred for 11 hours. After filtration, the solvent was evaporated under reduced pressure. The residue was purified by silica gel column chromatography (hexane/ethyl acetate... Starting materials: CC(C)(C)c1nc2cc(S(=O)(=O)Cl)ccc2n1CC1CCOCC1, CN(C)c1ccncc1, CC#N, Nc1ccccc1. Yields the product CC(C)(C)c1nc2cc(S(=O)(=O)Nc3ccccc3)ccc2n1CC1CCOCC1. RXN SMILES: [C:1]([CH3:2])([CH3:3])([CH3:4])[c:5]1[n:6][c:7]2[c:8]([n:9]1[CH2:10][CH:11]1[CH2:12][CH2:13][O:14][CH2:15][CH2:16]1)[cH:17][cH:18][c:19]([S:21](=[O:22])(=[O:23])[Cl:24])[cH:20]2.[CH3:32][N:33]([c:34]1[cH:35][cH:36][n:37][cH:38][cH:39]1)[CH3:40].[CH3:41][C:42]#[N:43].[NH2:25][c:26]1[cH:27][cH:28][cH:29][cH:30][cH:31]1>>[C:1]([CH3:2])([CH3:3])([CH3:4])[c:5]1[n:6][c:7]2[c:8]([n:9]1[CH2:10][CH:11]1[CH2:12][CH2:13][O:14][CH2:15][CH2:16]1)[cH:17][cH:18][c:19]([S:21](=[O:22])(=[O:23])[NH:25][c:26]1[cH:27][cH:28][cH:29][cH:30][cH:31]1)[cH:20]2. Reactants: OC[C@@H](CC)NC1=NC=2N(C(=N1)NCC1=CC=C(C=C1)C1=NC=CC=C1)N=CC2C(C)C ((R)-2-(1-hydroxybut-2-ylamino)-8-isopropyl-4-[4-(pyridin-2-yl)benzylamino]pyrazolo[1,5-a]-1,3,5-triazine), NC(CO)CO (serinol). Product: OCC(CO)NC1=NC=2N(C(=N1)NCC1=CC=C(C=C1)C1=NC=CC=C1)N=CC2C(C)C (2-(1,3-dihydroxyprop-2-ylamino)-8-isopropyl-4-[4-(pyridin-2-yl)benzylamino]pyrazolo[1,5-a]-1,3,5-triazine). The yield is 30.0%. Reaction SMILES: [OH:1][CH2:2][C@H:3]([NH:6][C:7]1[N:12]=[C:11]([NH:13][CH2:14][C:15]2[CH:20]=[CH:19][C:18]([C:21]3[CH:26]=[CH:25][CH:24]=[CH:23][N:22]=3)=[CH:17][CH:16]=2)[N:10]2[N:27]=[CH:28][C:29]([CH:30]([CH3:32])[CH3:31])=[C:9]2[N:8]=1)[CH2:4]C.NC(CO)C[OH:36]>>[OH:36][CH2:4][CH:3]([NH:6][C:7]1[N:12]=[C:11]([NH:13][CH2:14][C:15]2[CH:16]=[CH:17][C:18]([C:21]3[CH:26]=[CH:25][CH:24]=[CH:23][N:22]=3)=[CH:19][CH:20]=2)[N:10]2[N:27]=[CH:28][C:29]([CH:30]([CH3:31])[CH3:32])=[C:9]2[N:8]=1)[CH2:2][OH:1]. Procedure details: According to the same conditions resulting in the preparation of the compound 2, the compound 17 is prepared from IIa.2 by oxidation reaction of the sulfur atom and then introduction of serinol. Yield=30%. Oil. 1H NMR (300 MHz, CDCl2): δ 8.68 (d, 1H, J=4.4 Hz, Harom), 7.96 (d, 2H, J=8.3 Hz, Harom), 7.79-7.69 (m, 2H, Harom) 7.64 (s, 1H, Harom) 7.45 (d, 2H, J=8.3 Hz, Harom) 7.26-7.21 (m, 1H, Harom), 6.80 (bs, 1H, NH), 5.71 (bs, 1H, NH), 4.77 (d, 2H, J=5.9 Hz, CH2), 4.08-4.95 (m, 1H, CH), 3.92-3.80... The reactants are CON(C)C(=O)C1CCN(C(=O)OCc2ccccc2)CC1, CCO. Product: CON(C)C(=O)C1CCNCC1. As a reaction SMILES: [CH3:1][O:2][N:3]([C:4](=[O:5])[CH:6]1[CH2:7][CH2:8][N:9]([C:12]([O:13][CH2:14][c:15]2[cH:16][cH:17][cH:18][cH:19][cH:20]2)=[O:21])[CH2:10][CH2:11]1)[CH3:22].[CH3:23][CH2:24][OH:25]>>[CH3:1][O:2][N:3]([C:4](=[O:5])[CH:6]1[CH2:7][CH2:8][NH:9][CH2:10][CH2:11]1)[CH3:22]. Product: [N+](=O)([O-])C1=C(NC2=C(C3=C(S2)C=CC=C3)C(=O)OCC)C=CC=C1 (ethyl 2-(2-nitroanilino)-benzo[b]thiophene-3-carboxylate). Procedure details: Ethyl 2-aminobenzo[b]thiophene-3-carboxylate (5 g) and 2-fluoro-nitrobenzene (2 ml) were dissolved in N,N-dimethylformamide (150 ml) and heated to 60° C. Thereto was added potassium carbonate (8 g) and the mixture was stirred at 100° C. for 18 hr. After cooling, the reaction mixture was poured into ice water, and the precipitated crystals were collected by filtration. The crystals were washed with water and diisopropyl ether and dried at 60° C. to give ethyl 2-(2-nitroanilino)-benzo[b]thiophene-... Reaction conditions: temperature 60 celsius, time 18 hour. RXN SMILES: [NH2:1][C:2]1[S:6][C:5]2[CH:7]=[CH:8][CH:9]=[CH:10][C:4]=2[C:3]=1[C:11]([O:13][CH2:14][CH3:15])=[O:12].F[C:17]1[CH:22]=[CH:21][CH:20]=[CH:19][C:18]=1[N+:23]([O-:25])=[O:24].C(=O)([O-])[O-].[K+].[K+]>CN(C)C=O>[N+:23]([C:18]1[CH:19]=[CH:20][CH:21]=[CH:22][C:17]=1[NH:1][C:2]1[S:6][C:5]2[CH:7]=[CH:8][CH:9]=[CH:10][C:4]=2[C:3]=1[C:11]([O:13][CH2:14][CH3:15])=[O:12])([O-:25])=[O:24] |f:2.3.4|. Solvent: CN(C=O)C (N,N-dimethylformamide). Reactants: ice water, NC1=C(C2=C(S1)C=CC=C2)C(=O)OCC (Ethyl 2-aminobenzo[b]thiophene-3-carboxylate), FC1=C(C=CC=C1)[N+](=O)[O-] (2-fluoro-nitrobenzene), C([O-])([O-])=O.[K+].[K+] (potassium carbonate). Reactants: CN(C)C=O, Cc1nc(-c2ccccc2)nc(Cl)c1C, [K+], [K+], O=C([O-])[O-], Oc1ccc(N2CCNCC2)cc1. Product: Cc1nc(-c2ccccc2)nc(N2CCN(c3ccc(O)cc3)CC2)c1C. Reaction SMILES: [CH3:35][N:36]([CH3:37])[CH:38]=[O:39].[Cl:14][c:15]1[n:16][c:17](-[c:23]2[cH:24][cH:25][cH:26][cH:27][cH:28]2)[n:18][c:19]([CH3:22])[c:20]1[CH3:21].[K+:29].[K+:30].[O-:31][C:32]([O-:33])=[O:34].[OH:1][c:2]1[cH:3][cH:4][c:5]([N:8]2[CH2:9][CH2:10][NH:11][CH2:12][CH2:13]2)[cH:6][cH:7]1>>[OH:1][c:2]1[cH:3][cH:4][c:5]([N:8]2[CH2:9][CH2:10][N:11]([c:15]3[n:16][c:17](-[c:23]4[cH:24][cH:25][cH:26][cH:27][cH:28]4)[n:18][c:19]([CH3:22])[c:20]3[CH3:21])[CH2:12][CH2:13]2)[cH:6][cH:7]1.